Dataset: the Open Reaction Database (ORD), a public repository of structured organic reaction records. Task: describe an organic reaction: reactants, conditions, products, and yield Reactants: [H-].[H-].[H-].[H-].[Li+].[Al+3] (LiAlH4), C[C@@]12CCC[C@H]1C1=CCC=3C=C(C=CC3[C@H]1CC2)O (Estra-1,3,5(10),7-tetraen-3-ol), OS(=O)(=O)O (H2SO4). Run in CCOCC (ether), CCOCC (ether). Run at time 1 hour. Yields the product C[C@@]12C=CC[C@H]1[C@@H]1CCC=3C=C(C=CC3[C@H]1CC2)O (1,3,5(10),16-Estratetraen-3-ol). Reaction SMILES: [CH3:1][C@:2]12[CH2:18][CH2:17][C@H:16]3[C:7](=[CH:8][CH2:9][C:10]4[CH:11]=[C:12]([OH:19])[CH:13]=[CH:14][C:15]=43)[C@@H:6]1[CH2:5][CH2:4][CH2:3]2.[H-].[H-].[H-].[H-].[Li+].[Al+3].OS(O)(=O)=O>CCOCC>[CH3:1][C@:2]12[CH2:18][CH2:17][C@H:16]3[C@@H:7]([CH2:8][CH2:9][C:10]4[CH:11]=[C:12]([OH:19])[CH:13]=[CH:14][C:15]=43)[C@@H:6]1[CH2:5][CH:4]=[CH:3]2 |f:1.2.3.4.5.6|. Procedure details: This synthesis is depicted in FIG. 11. A solution of the ketone 10 (800 mg, 3.10 mmol) in dry ether (5 ml) was added dropwise at RT. to a slurry of LiAlH4 (38 mg, 1 mmol) in ether (3 ml) (e). After 1 h, the mixture was hydrolyzed with 10% aq. H2SO4. After workup (ether), the crude product (802 mg, 9:1-mixture of 12 and 11) was chromatographed on silica gel with CH2Cl2. A small fraction of 11 (70 mg) was eluted first, followed by the main fraction of 12 (705 mg, 87%). M.p. 113°-115°, [a]- +36.3° ... The reactants are CCN=C=O, ClCCl, CC(C)(C)OC(=O)NC(CN)c1cccc(C(F)(F)F)c1. Yields the product CCNC(=O)NCC(NC(=O)OC(C)(C)C)c1cccc(C(F)(F)F)c1. As a reaction SMILES: [CH2:22]([CH3:23])[N:24]=[C:25]=[O:26].[Cl:27][CH2:28][Cl:29].[NH2:1][CH2:2][CH:3]([c:4]1[cH:5][c:6]([C:10]([F:11])([F:12])[F:13])[cH:7][cH:8][cH:9]1)[NH:14][C:15]([O:16][C:17]([CH3:18])([CH3:19])[CH3:20])=[O:21]>>[NH:1]([CH2:2][CH:3]([c:4]1[cH:5][c:6]([C:10]([F:11])([F:12])[F:13])[cH:7][cH:8][cH:9]1)[NH:14][C:15]([O:16][C:17]([CH3:18])([CH3:19])[CH3:20])=[O:21])[C:25]([NH:24][CH2:22][CH3:23])=[O:26]. The reactants are FC=1C=C(C=C(C1OC)F)CCCN=C=S (3-(3,5-Difluoro-4-methoxyphenyl)propylisothiocyanate), [N-]=[N+]=[N-].[Na+] (sodium azide). Product: FC=1C=C(C=C(C1OC)F)CCCN1N=NN=C1S (3-(3,5-Difluoro-4-methoxyphenyl)propyl-5-mercaptotetrazole). Isolated yield 38.8%. As a reaction SMILES: [F:1][C:2]1[CH:3]=[C:4]([CH2:11][CH2:12][CH2:13][N:14]=[C:15]=[S:16])[CH:5]=[C:6]([F:10])[C:7]=1[O:8][CH3:9].[N-:17]=[N+:18]=[N-:19].[Na+]>>[F:1][C:2]1[CH:3]=[C:4]([CH2:11][CH2:12][CH2:13][N:14]2[C:15]([SH:16])=[N:19][N:18]=[N:17]2)[CH:5]=[C:6]([F:10])[C:7]=1[O:8][CH3:9] |f:1.2|. Procedure: 3-(3,5-Difluoro-4-methoxyphenyl)propylisothiocyanate (0.036 mol) and sodium azide (0.054 mol) were reacted substantially as described in Example 7H above to give 4 g (39%) white crystals: mp 64°-65°. The reactants are [1,1′-Bis(diphenylphosphino)ferrocnee]dichloropalladium(II), BrC=1C=C(C(=NC1)C1=CC=CC=C1)[N+](=O)[O-] (5-bromo-3-nitro-2-phenylpyridine), FC1=CC=C(C=N1)B(O)O ((6-fluoropyridin-3-yl)boronic acid), C([O-])([O-])=O.[K+].[K+] (Potassium carbonate), C(Cl)Cl (DCM). Reagents/catalysts: [Cu]I (Copper(I) iodide). Solvent: O (water), CN(C)C=O (DMF). Product: FC1=CC=C(C=N1)C=1C=NC(=C(C1)[N+](=O)[O-])C1=CC=CC=C1 (6′-fluoro-5-nitro-6-phenyl-3,3′-bipyridine). Yield: 57.0%. As a reaction SMILES: C(Cl)Cl.Br[C:5]1[CH:6]=[C:7]([N+:17]([O-:19])=[O:18])[C:8]([C:11]2[CH:16]=[CH:15][CH:14]=[CH:13][CH:12]=2)=[N:9][CH:10]=1.[F:20][C:21]1[N:26]=[CH:25][C:24](B(O)O)=[CH:23][CH:22]=1.C(=O)([O-])[O-].[K+].[K+]>CN(C=O)C.[Cu]I.O>[F:20][C:21]1[N:26]=[CH:25][C:24]([C:5]2[CH:10]=[N:9][C:8]([C:11]3[CH:16]=[CH:15][CH:14]=[CH:13][CH:12]=3)=[C:7]([N+:17]([O-:19])=[O:18])[CH:6]=2)=[CH:23][CH:22]=1 |f:3.4.5|. Procedure: [1,1′-Bis(diphenylphosphino)ferrocnee]dichloropalladium(II), w/DCM (7.32 mg, 8.96 μmol) was added to a solution containing 5-bromo-3-nitro-2-phenylpyridine (0.05 g, 0.179 mmol), (6-fluoropyridin-3-yl)boronic acid (0.025 g, 0.179 mmol), Copper(I) iodide (3.41 mg, 0.018 mmol) and Potassium carbonate (0.134 ml, 0.269 mmol) in DMF (Volume: 0.597 ml). Heated the reaction in a microwave at 110° C. for 15 minutes. Let the reaction cool to room temperature. Diluted reaction with water, dried, filtered, ... Starting materials: CC(C)(C)OC(=O)NCC(=O)Nc1ccc(OCc2cccc(F)c2)cc1, CCOCC, Cl, [Na+], [Na+], O=C([O-])[O-]. Yields the product NCC(=O)Nc1ccc(OCc2cccc(F)c2)cc1. RXN SMILES: [C:1]([O:2][C:3](=[O:4])[NH:7][CH2:8][C:9]([NH:10][c:11]1[cH:12][cH:13][c:14]([O:17][CH2:18][c:19]2[cH:20][c:21]([F:25])[cH:22][cH:23][cH:24]2)[cH:15][cH:16]1)=[O:26])([CH3:5])([CH3:6])[CH3:27].[CH3:35][CH2:36][O:37][CH2:38][CH3:39].[ClH:28].[Na+:29].[Na+:30].[O-:31][C:32](=[O:33])[O-:34]>>[NH2:7][CH2:8][C:9]([NH:10][c:11]1[cH:12][cH:13][c:14]([O:17][CH2:18][c:19]2[cH:20][c:21]([F:25])[cH:22][cH:23][cH:24]2)[cH:15][cH:16]1)=[O:26]. Reactants: resultant solution, ClC(F)F (Chlorodifluoromethane), C(=O)OC1=C(C=CC=C1)OCCF (2-(2-fluoroethoxy)phenyl formate), [OH-].[K+] (potassium hydroxide). The reagents and catalysts are C1COCCOCCOCCOCCOCCO1 (18-crown-6). Run in [OH-].[Na+] (sodium hydroxide), O1CCCC1 (tetrahydrofuran), O (water). Yields the product FC(OC1=C(C=CC=C1)OCCF)F (2-fluoroethyl 2-difluoromethoxyphenyl ether). Reaction SMILES: Cl[CH:2]([F:4])[F:3].C([O:7][C:8]1[CH:13]=[CH:12][CH:11]=[CH:10][C:9]=1[O:14][CH2:15][CH2:16][F:17])=O.[OH-].[K+]>O1CCCC1.O.[OH-].[Na+].C1OCCOCCOCCOCCOCCOC1>[F:3][CH:2]([F:4])[O:7][C:8]1[CH:13]=[CH:12][CH:11]=[CH:10][C:9]=1[O:14][CH2:15][CH2:16][F:17] |f:2.3,6.7|. Procedure details: Chlorodifluoromethane was bubbled into a stirred solution of 6.6 grams (0.036 mole) of 2-(2-fluoroethoxy)phenyl formate, 12.0 grams (0.215 mole) of potassium hydroxide, and 0.1 gram (0.00038 mole) of 18-crown-6 in 150 ml of tetrahydrofuran for 10 minutes. The resultant solution was heated at reflux for approximately 18 hours. The reaction mixture was cooled and was diluted with water. Evaporization of most of the solvent under reduced pressure left a solid residue. This residue was dissolved in ... Starting materials: C(CCC)N(C(COCCCO)=O)C (N-butyl-[(3-hydroxypropyl)-oxy]-N-methylacetamide), BrC(Br)(Br)Br (tetrabromo methane), C1(=CC=CC=C1)P(C1=CC=CC=C1)C1=CC=CC=C1 (triphenyl phosphine). The product is BrCCCOCC(=O)N(C)CCCC ([(3-bromopropyl)-oxy]-N-butyl-N-methylacetamide). The yield is 66.4%. As a reaction SMILES: [CH2:1]([N:5]([CH3:14])[C:6](=[O:13])[CH2:7][O:8][CH2:9][CH2:10][CH2:11]O)[CH2:2][CH2:3][CH3:4].[Br:15]C(Br)(Br)Br.C1(P(C2C=CC=CC=2)C2C=CC=CC=2)C=CC=CC=1>>[Br:15][CH2:11][CH2:10][CH2:9][O:8][CH2:7][C:6]([N:5]([CH2:1][CH2:2][CH2:3][CH3:4])[CH3:14])=[O:13]. Reported procedure: Using the procedure of Step C of the Preparation of Example 83, 1.56 g of the product of Step A, 3.18 g of tetrabromo methane and 2.51 g of triphenyl phosphine were reacted to obtain after chromatography, 1.356 g of the expected product. The reactants are C12CC(CC(CC1)N2)OCC=2C(=NOC2C2CC2)C2=C(C=CC=C2)OC(F)(F)F (4-((8-azabicyclo[3.2.1]octan-3-yloxy)methyl)-5-cyclopropyl-3-(2-(trifluoromethoxy)phenyl)isoxazole), BrC1=CC2=C(C(=NS2)C(=O)OC)C=C1 (methyl 6-bromobenzo[d]isothiazole-3-carboxylate), C([O-])([O-])=O.[Cs+].[Cs+] (cesium carbonate), C1(CCCCC1)P(C1=C(C=CC=C1)C1=C(C=C(C=C1C(C)C)C(C)C)C(C)C)C1CCCCC1 (2-dicyclohexylphosphino-2′,4′,6′-triisopropylbiphenyl). Reagents/catalysts: C=1C=CC(=CC1)/C=C/C(=O)/C=C/C2=CC=CC=C2.C=1C=CC(=CC1)/C=C/C(=O)/C=C/C2=CC=CC=C2.C=1C=CC(=CC1)/C=C/C(=O)/C=C/C2=CC=CC=C2.[Pd].[Pd] (tris(dibenzylideneacetone)dipalladium(0)). Run in C=1(C(=CC=CC1)C)C (xylene). Run at temperature 120 celsius. Product: C1(CC1)C1=C(C(=NO1)C1=C(C=CC=C1)OC(F)(F)F)COC1CC2CCC(C1)N2C2=CC1=C(C(=NS1)C(=O)OC)C=C2 (Methyl 6-(3-((5-cyclopropyl-3-(2-(trifluoromethoxy)phenyl)isoxazol-4-yl)methoxy)-8-azabicyclo[3.2.1]octan-8-yl)benzo[d]isothiazole-3-carboxylate). RXN SMILES: Br[C:2]1[CH:14]=[CH:13][C:5]2[C:6]([C:9]([O:11][CH3:12])=[O:10])=[N:7][S:8][C:4]=2[CH:3]=1.C(=O)([O-])[O-].[Cs+].[Cs+].C1(P(C2CCCCC2)C2C=CC=CC=2C2C(C(C)C)=CC(C(C)C)=CC=2C(C)C)CCCCC1.[CH:55]12[NH:62][CH:59]([CH2:60][CH2:61]1)[CH2:58][CH:57]([O:63][CH2:64][C:65]1[C:66]([C:73]3[CH:78]=[CH:77][CH:76]=[CH:75][C:74]=3[O:79][C:80]([F:83])([F:82])[F:81])=[N:67][O:68][C:69]=1[CH:70]1[CH2:72][CH2:71]1)[CH2:56]2>C1(C)C(C)=CC=CC=1.C1C=CC(/C=C/C(/C=C/C2C=CC=CC=2)=O)=CC=1.C1C=CC(/C=C/C(/C=C/C2C=CC=CC=2)=O)=CC=1.C1C=CC(/C=C/C(/C=C/C2C=CC=CC=2)=O)=CC=1.[Pd].[Pd]>[CH:70]1([C:69]2[O:68][N:67]=[C:66]([C:73]3[CH:78]=[CH:77][CH:76]=[CH:75][C:74]=3[O:79][C:80]([F:81])([F:82])[F:83])[C:65]=2[CH2:64][O:63][CH:57]2[CH2:56][CH:55]3[N:62]([C:2]4[CH:14]=[CH:13][C:5]5[C:6]([C:9]([O:11][CH3:12])=[O:10])=[N:7][S:8][C:4]=5[CH:3]=4)[CH:59]([CH2:60][CH2:61]3)[CH2:58]2)[CH2:71][CH2:72]1 |f:1.2.3,7.8.9.10.11|. Procedure details: A microwave vial was charged with methyl 6-bromobenzo[d]isothiazole-3-carboxylate (WO07056582, 85 mg, 0.31 mmol), cesium carbonate (220 mg, 0.68 mmol), tris(dibenzylideneacetone)dipalladium(0) (13 mg, 0.014 mmol), 2-dicyclohexylphosphino-2′,4′,6′-triisopropylbiphenyl (XPhos) (14 mg, 0.028 mmol), and degassed xylene (1.5 mL). The mixture was degassed for 10 minutes and then 4-((8-azabicyclo[3.2.1]octan-3-yloxy)methyl)-5-cyclopropyl-3-(2-(trifluoromethoxy)phenyl)isoxazole (I-1H) (115 mg, 0.28 mmol...